This data is from the Open Reaction Database (ORD), a public repository of structured organic reaction records. The task is: describe an organic reaction: reactants, conditions, products, and yield Reactants: CCCNC(=O)c1ccc2c(c1)N(C(C)CN1CCCC1)c1ccccc1S2, CI, CC(C)=O. The product is CCCNC(=O)c1ccc2c(c1)N(C(C)C[N+]1(C)CCCC1)c1ccccc1S2, [I-]. Reaction SMILES: [CH2:1]([CH2:2][CH3:3])[NH:4][C:5](=[O:6])[c:7]1[cH:8][c:9]2[c:18]([cH:19][cH:20]1)[S:17][c:16]1[c:11]([cH:12][cH:13][cH:14][cH:15]1)[N:10]2[CH:21]([CH2:22][N:23]1[CH2:24][CH2:25][CH2:26][CH2:27]1)[CH3:28].[CH3:29][I:30].[CH3:31][C:32](=[O:33])[CH3:34]>>[CH2:1]([CH2:2][CH3:3])[NH:4][C:5](=[O:6])[c:7]1[cH:8][c:9]2[c:18]([cH:19][cH:20]1)[S:17][c:16]1[c:11]([cH:12][cH:13][cH:14][cH:15]1)[N:10]2[CH:21]([CH2:22][N+:23]1([CH3:29])[CH2:24][CH2:25][CH2:26][CH2:27]1)[CH3:28].[I-:30]. Reactants: [Br-], C1CCOC1, CCCC[N+](CCCC)(CCCC)CCCC, O=C([O-])CCl, [H-], [N-]=[N+]=NCCCO, [Na+], [Na+]. Yields the product [N-]=[N+]=NCCCOCC(=O)O. RXN SMILES: [Br-:21].[CH2:16]1[O:17][CH2:18][CH2:19][CH2:20]1.[CH3:22][CH2:23][CH2:24][CH2:25][N+:26]([CH2:27][CH2:28][CH2:29][CH3:30])([CH2:31][CH2:32][CH2:33][CH3:34])[CH2:35][CH2:36][CH2:37][CH3:38].[Cl:10][CH2:11][C:12](=[O:13])[O-:14].[H-:9].[N:1](=[N+:2]=[N-:3])[CH2:4][CH2:5][CH2:6][OH:7].[Na+:15].[Na+:8]>>[N:1](=[N+:2]=[N-:3])[CH2:4][CH2:5][CH2:6][O:7][CH2:11][C:12](=[O:13])[OH:14]. The reactants are CCOCC, NNC(=O)c1ccc(Cl)cc1, O=C=NCc1cccc(F)c1, C1CCOC1. Product: O=C(NCc1cccc(F)c1)NNC(=O)c1ccc(Cl)cc1. As a reaction SMILES: [CH3:23][CH2:24][O:25][CH2:26][CH3:27].[Cl:1][c:2]1[cH:3][cH:4][c:5]([C:6](=[O:7])[NH:8][NH2:9])[cH:10][cH:11]1.[F:12][c:13]1[cH:14][c:15]([CH2:19][N:20]=[C:21]=[O:22])[cH:16][cH:17][cH:18]1.[O:28]1[CH2:29][CH2:30][CH2:31][CH2:32]1>>[Cl:1][c:2]1[cH:3][cH:4][c:5]([C:6](=[O:7])[NH:8][NH:9][C:21]([NH:20][CH2:19][c:15]2[cH:14][c:13]([F:12])[cH:18][cH:17][cH:16]2)=[O:22])[cH:10][cH:11]1. Run in C1(=CC=CC=C1)C (toluene). Starting materials: ClC1=C(C=C(C=C1OC)Cl)CO (2,5-dichloro-3-methoxyphenylmethanol), P(Br)(Br)Br (phosphorus tribromide). Isolated yield 86.6%. Reported procedure: By the method of Example 1, Step B, 13.95 grams (0.0674 mole) of 2,5-dichloro-3-methoxyphenylmethanol and 7.295 grams (0.270 mole) of phosphorus tribromide were reacted in toluene, yielding 15.76 grams of 2,5-dichloro-3-methoxyphenylmethyl bromide as an oil. The NMR spectrum was consistent with the proposed structure. Yields the product ClC1=C(C=C(C=C1OC)Cl)CBr (2,5-dichloro-3-methoxyphenylmethyl bromide). As a reaction SMILES: [Cl:1][C:2]1[C:7]([O:8][CH3:9])=[CH:6][C:5]([Cl:10])=[CH:4][C:3]=1[CH2:11]O.P(Br)(Br)[Br:14]>C1(C)C=CC=CC=1>[Cl:1][C:2]1[C:7]([O:8][CH3:9])=[CH:6][C:5]([Cl:10])=[CH:4][C:3]=1[CH2:11][Br:14].